Dataset: the Open Reaction Database (ORD), a public repository of structured organic reaction records. Task: describe an organic reaction: reactants, conditions, products, and yield The reactants are NC1=C(C=C(C=C1F)N1C(OC(C1)CNC(C)=O)=O)F (N-[3-(4-Amino-3,5-difluoro-phenyl)-2-oxo-oxazolidin-5-ylmethyl]-acetamide), OCC1=CC=CC=2NN=NC21 (hydroxymethylbenzotriazole), aminal, O(S(=O)(=O)C(F)(F)F)[Si](C)(C)C (trimethylsilyl triflate), CO/C=C/C(=C)O[Si](C)(C)C (Danishefsky's diene), C(=O)(O)[O-].[Na+] (NaHCO3). The solvent is CCO (EtOH), C1CCOC1 (THF). Product: FC=1C=C(C=C(C1N1CCC(C=C1)=O)F)N1C(OC(C1)CNC(C)=O)=O (N-{3-[3,5-difluoro-4-(4-oxo-3,4-dihydro-2H-pyridin-1-yl)-phenyl]-2-oxo-oxazolidin-5-ylmethyl}-acetamide). RXN SMILES: [NH2:1][C:2]1[C:7]([F:8])=[CH:6][C:5]([N:9]2[CH2:13][CH:12]([CH2:14][NH:15][C:16](=[O:18])[CH3:17])[O:11][C:10]2=[O:19])=[CH:4][C:3]=1[F:20].O[CH2:22][C:23]1C2N=NNC=2[CH:26]=[CH:25][CH:24]=1.C[O:33]/C=C/C(O[Si](C)(C)C)=C.O([Si](C)(C)C)S(C(F)(F)F)(=O)=O.C([O-])(O)=O.[Na+]>CCO.C1COCC1>[F:20][C:3]1[CH:4]=[C:5]([N:9]2[CH2:13][CH:12]([CH2:14][NH:15][C:16](=[O:18])[CH3:17])[O:11][C:10]2=[O:19])[CH:6]=[C:7]([F:8])[C:2]=1[N:1]1[CH:26]=[CH:25][C:24](=[O:33])[CH2:23][CH2:22]1 |f:4.5|. Procedure: N-[3-(4-Amino-3,5-difluoro-phenyl)-2-oxo-oxazolidin-5-ylmethyl]-acetamide (0.745 g, 2.61 mmol) and hydroxymethylbenzotriazole (0.390 g, 2.61 mmol) are dissolved in dry EtOH (2.0 mL). This resulting solution is refluxed for 5 h, solvent is removed under vacuum, and the resulted aminal intermediate dried under high vacuum. Danishefsky's diene (75.3 mg, 0.43 mmol) is added with stirring to the suspension of above aminal intermediate (0.091 g, 0.21 mmol) in THF (3 mL) at 0° C., followed by trimethyl... Reactants: C(N)(=N)NC(OCC1=C(C(=CC=C1)N1CCN(CC1)C=1C=NC(=CC1)OC(C)(C)C)F)=O (3-[4-(6 tert-Butoxypyridin-3-yl)piperazin-1-yl]-2-fluorobenzyl carbamimidoylcarbamate), CCO (EtOH), C([C@H](O)[C@@H](O)C(=O)O)(=O)O (L-tartaric acid), C(=O)(C(F)(F)F)O (TFA). Run in ClCCl (dichloromethane). Run at time 4 hour. Yields the product C(=O)(O)[C@H](O)[C@@H](O)C(=O)O.C(N)(=N)NC(OCC1=C(C(=CC=C1)N1CCN(CC1)C1=CNC(C=C1)=O)F)=O (2-fluoro-3-[4-(6-oxo-1,6-dihydropyridin-3-yl)piperazin-1-yl]benzyl carbamimidoylcarbamate L-tartrate). Isolated yield 85.0%. As a reaction SMILES: [C:1]([NH:4][C:5](=[O:32])[O:6][CH2:7][C:8]1[CH:13]=[CH:12][CH:11]=[C:10]([N:14]2[CH2:19][CH2:18][N:17]([C:20]3[CH:21]=[N:22][C:23]([O:26]C(C)(C)C)=[CH:24][CH:25]=3)[CH2:16][CH2:15]2)[C:9]=1[F:31])(=[NH:3])[NH2:2].C(O)(C(F)(F)F)=O.CCO.[C:43]([OH:52])(=[O:51])[C@@H:44]([C@H:46]([C:48]([OH:50])=[O:49])[OH:47])[OH:45]>ClCCl>[C:48]([C@@H:46]([C@H:44]([C:43]([OH:52])=[O:51])[OH:45])[OH:47])([OH:50])=[O:49].[C:1]([NH:4][C:5](=[O:32])[O:6][CH2:7][C:8]1[CH:13]=[CH:12][CH:11]=[C:10]([N:14]2[CH2:19][CH2:18][N:17]([C:20]3[CH:25]=[CH:24][C:23](=[O:26])[NH:22][CH:21]=3)[CH2:16][CH2:15]2)[C:9]=1[F:31])(=[NH:2])[NH2:3] |f:5.6|. Procedure details: 3-[4-(6 tert-Butoxypyridin-3-yl)piperazin-1-yl]-2-fluorobenzyl carbamimidoylcarbamate (132 mg) was dissolved in dichloromethane (3.4 ml), and TFA (508 mg) was added thereto, followed by stirring at room temperature for 4 hours. The reaction mixture was concentrated under reduced pressure, the residue was mixed with CHCl3/MeOH, and basic silica gel was added thereto, followed by concentrating under reduced pressure. The residue was purified by basic silica gel column chromatography (CHCl3/MeOH). ... The reactants are N(=C=O)CC(=O)OCC (ethyl isocyanatoacetate), OC=1C=C(C=C(C1O)[N+](=O)[O-])C=CC(=O)C1=CC=CC=C1 (3-(3,4-Dihydroxy-5-nitrophenyl)-1-phenylprop-2-en-1-one). The solvent is O1CCCC1 (tetrahydrofuran). Conditions: temperature 20 celsius, time 3 day. The product is C(C)OC(=O)CNC(=O)OC=1C=C(C=C(C1O)[N+](=O)[O-])C=CC(=O)C1=CC=CC=C1 (3-(3-Ethoxycarbonylmethylcarbamoyloxy-4-hydroxy-5-nitrophenyl)-1-phenylprop-2-en-1-one). Yield: 16.6%. As a reaction SMILES: [N:1]([CH2:4][C:5]([O:7][CH2:8][CH3:9])=[O:6])=[C:2]=[O:3].[OH:10][C:11]1[CH:12]=[C:13]([CH:21]=[CH:22][C:23]([C:25]2[CH:30]=[CH:29][CH:28]=[CH:27][CH:26]=2)=[O:24])[CH:14]=[C:15]([N+:18]([O-:20])=[O:19])[C:16]=1[OH:17]>O1CCCC1>[CH2:8]([O:7][C:5]([CH2:4][NH:1][C:2]([O:10][C:11]1[CH:12]=[C:13]([CH:21]=[CH:22][C:23]([C:25]2[CH:30]=[CH:29][CH:28]=[CH:27][CH:26]=2)=[O:24])[CH:14]=[C:15]([N+:18]([O-:20])=[O:19])[C:16]=1[OH:17])=[O:3])=[O:6])[CH3:9]. Reported procedure: 1.5 g of ethyl isocyanatoacetate was added to a solution containing 0.54 g of the product obtained in Example 8 in 10 ml of tetrahydrofuran and the solution was stirred for 3 days at 20° C. The solvent was evaporated in reduced pressure and the raw product was purified in a silica gel column using toluene-dioxane-acetic acid (8:1:1) as an eluent. Crystallization from acetone-petroleum ether yielded 0.13 g (17%) of the desired product desired, m.p. 155°-158° C. The reactants are C(CCCCC)(=O)OC(CC(=O)OC(C)(C)C)CCCCC (tert-butyl 3-hexanoyloxyoctanoate), NCC(=O)N[C@@H](CO)C(=O)O (N-glycyl-L-serine). Product: C(CCCCC)(=O)OC(CC(=O)NCC(=O)N[C@@H](CO)C(=O)O)CCCCC (N-[N-(3-hexanoyloxyoctanoyl)glycyl]-L-serine). The yield is 52.3%. RXN SMILES: [C:1]([O:8][CH:9]([CH2:18][CH2:19][CH2:20][CH2:21][CH3:22])[CH2:10][C:11]([O:13]C(C)(C)C)=O)(=[O:7])[CH2:2][CH2:3][CH2:4][CH2:5][CH3:6].[NH2:23][CH2:24][C:25]([NH:27][C@H:28]([C:31]([OH:33])=[O:32])[CH2:29][OH:30])=[O:26]>>[C:1]([O:8][CH:9]([CH2:18][CH2:19][CH2:20][CH2:21][CH3:22])[CH2:10][C:11]([NH:23][CH2:24][C:25]([NH:27][C@H:28]([C:31]([OH:33])=[O:32])[CH2:29][OH:30])=[O:26])=[O:13])(=[O:7])[CH2:2][CH2:3][CH2:4][CH2:5][CH3:6]. Procedure: Starting from tert-butyl 3-hexanoyloxyoctanoate (157 mg) prepared by the method described in Preparation 5 and N-glycyl-L-serine (243 mg), N-[N-(3-hexanoyloxyoctanoyl)glycyl]-L-serine (105 mg) was obtained as an oil according to similar manner to that of Example 1. The product is CC1=CC=C(C=C1)C=1C(=CC=CC1)C(=O)NC1=CC=C(C(=O)N(C2=C(C=CC=C2)OCCO)C)C=C1 (4-(4′-methylbiphenyl-2-carboxamido)-N-methyl-N-[2-(2-hydroxyethoxy)phenyl]benzamide). Reactants: CC1=CC=C(C=C1)C=1C(=CC=CC1)C(=O)NC1=CC=C(C(=O)N(C2=C(C=CC=C2)OCCOC(C)=O)C)C=C1 (4-(4′-methylbiphenyl-2-carboxamido)-N-methyl-N-[2-(2-acetoxyethoxy)phenyl]benzamide), C([O-])([O-])=O.[K+].[K+] (potassium carbonate). Solvent: CO (methanol), C(C)(=O)OCC (ethyl acetate). Procedure details: A mixture of 4-(4′-methylbiphenyl-2-carboxamido)-N-methyl-N-[2-(2-acetoxyethoxy)phenyl]benzamide and potassium carbonate (129 mg) in methanol (15 ml) was stirred at ambient temperature for 2 hours and the mixture was diluted with ethyl acetate (30 ml). The solution was washed with water and brine and the organic solution was dried over magnesium sulfate and the solvent was evaporated in vacuo to give 4-(4′-methylbiphenyl-2-carboxamido)-N-methyl-N-[2-(2-hydroxyethoxy)phenyl]benzamide (450 mg) as ... Reaction SMILES: [CH3:1][C:2]1[CH:7]=[CH:6][C:5]([C:8]2[C:9]([C:14]([NH:16][C:17]3[CH:39]=[CH:38][C:20]([C:21]([N:23]([CH3:37])[C:24]4[CH:29]=[CH:28][CH:27]=[CH:26][C:25]=4[O:30][CH2:31][CH2:32][O:33]C(=O)C)=[O:22])=[CH:19][CH:18]=3)=[O:15])=[CH:10][CH:11]=[CH:12][CH:13]=2)=[CH:4][CH:3]=1.C(=O)([O-])[O-].[K+].[K+]>CO.C(OCC)(=O)C>[CH3:1][C:2]1[CH:3]=[CH:4][C:5]([C:8]2[C:9]([C:14]([NH:16][C:17]3[CH:18]=[CH:19][C:20]([C:21]([N:23]([CH3:37])[C:24]4[CH:29]=[CH:28][CH:27]=[CH:26][C:25]=4[O:30][CH2:31][CH2:32][OH:33])=[O:22])=[CH:38][CH:39]=3)=[O:15])=[CH:10][CH:11]=[CH:12][CH:13]=2)=[CH:6][CH:7]=1 |f:1.2.3|. Conditions: time 2 hour. Starting materials: CS(=O)C1=NC=CC(=N1)N1C=CC2=C(C=CC=C12)OCCCS(=O)(=O)C (1-(2-Methanesulfinyl-pyrimidin-4-yl)-4-(3-methanesulfonyl-propoxy)-1H-indole), Cl.NC1CCC(CC1)CO ((4-amino-cyclohexyl)-methanol hydrochloride). Run in CCO (EtOH). The product is CS(=O)(=O)CCCOC1=C2C=CN(C2=CC=C1)C1=NC(=NC=C1)NC1CCC(CC1)CO ((4-{4-[4-(3-methanesulfonyl-propoxy)-indol-1-yl]-pyrimidin-2-ylamino}-cyclohexyl)-methanol). Yield: 49.1%. Reaction SMILES: CS([C:4]1[N:9]=[C:8]([N:10]2[C:18]3[C:13](=[C:14]([O:19][CH2:20][CH2:21][CH2:22][S:23]([CH3:26])(=[O:25])=[O:24])[CH:15]=[CH:16][CH:17]=3)[CH:12]=[CH:11]2)[CH:7]=[CH:6][N:5]=1)=O.Cl.[NH2:28][CH:29]1[CH2:34][CH2:33][CH:32]([CH2:35][OH:36])[CH2:31][CH2:30]1>CCO>[CH3:26][S:23]([CH2:22][CH2:21][CH2:20][O:19][C:14]1[CH:15]=[CH:16][CH:17]=[C:18]2[C:13]=1[CH:12]=[CH:11][N:10]2[C:8]1[CH:7]=[CH:6][N:5]=[C:4]([NH:28][CH:29]2[CH2:34][CH2:33][CH:32]([CH2:35][OH:36])[CH2:31][CH2:30]2)[N:9]=1)(=[O:25])=[O:24] |f:1.2|. Procedure: 1-(2-Methanesulfinyl-pyrimidin-4-yl)-4-(3-methanesulfonyl-propoxy)-1H-indole (5.0 g, 13 mmol) and (4-amino-cyclohexyl)-methanol hydrochloride (2.46 g, 19 mmol) were heated at reflux in EtOH (100 mL) under N2 for 16 h. The reaction mixture was then cooled, the suspension filtered, the filtrate volume reduced by half, diluted with EtOAc and washed with water, dried over sodium sulfate, filtered and concentrated until precipitate formed. This suspension was filtered, and the filtrate concentrated a...